The task is: describe an organic reaction: reactants, conditions, products, and yield. This data is from the Open Reaction Database (ORD), a public repository of structured organic reaction records. Starting materials: CN1CCN(c2cc(N3CCc4ccc(Br)cc4C3)nc(N)n2)CC1, CN1CCN(c2cc(B3OC(C)(C)C(C)(C)O3)ccn2)CC1. The product is CN1CCN(c2cc(-c3ccc4c(c3)CN(c3cc(N5CCN(C)CC5)nc(N)n3)CC4)ccn2)CC1. Reaction SMILES: [Br:1][c:2]1[cH:3][cH:4][c:5]2[c:10]([cH:11]1)[CH2:9][N:8]([c:12]1[n:13][c:14]([NH2:25])[n:15][c:16]([N:18]3[CH2:19][CH2:20][N:21]([CH3:24])[CH2:22][CH2:23]3)[cH:17]1)[CH2:7][CH2:6]2.[CH3:26][N:27]1[CH2:28][CH2:29][N:30]([c:33]2[n:34][cH:35][cH:36][c:37]([B:39]3[O:40][C:41]([CH3:42])([CH3:43])[C:44]([CH3:45])([CH3:46])[O:47]3)[cH:38]2)[CH2:31][CH2:32]1>>[c:2]1(-[c:37]2[cH:36][cH:35][n:34][c:33]([N:30]3[CH2:29][CH2:28][N:27]([CH3:26])[CH2:32][CH2:31]3)[cH:38]2)[cH:3][cH:4][c:5]2[c:10]([cH:11]1)[CH2:9][N:8]([c:12]1[n:13][c:14]([NH2:25])[n:15][c:16]([N:18]3[CH2:19][CH2:20][N:21]([CH3:24])[CH2:22][CH2:23]3)[cH:17]1)[CH2:7][CH2:6]2. Starting materials: CC(C)(C)OC(=O)C(C)(C)ON=C(C(=O)NC1C(=O)N2C(C(=O)OC(c3ccccc3)c3ccccc3)=C(CC=O)CSC12)c1csc(NC(c2ccccc2)(c2ccccc2)c2ccccc2)n1, O, Cc1ccc(S(=O)(=O)Cl)cc1, c1ccncc1. Product: Cc1ccc(S(=O)(=O)OC=CC2=C(C(=O)OC(c3ccccc3)c3ccccc3)N3C(=O)C(NC(=O)C(=NOC(C)(C)C(=O)OC(C)(C)C)c4csc(NC(c5ccccc5)(c5ccccc5)c5ccccc5)n4)C3SC2)cc1. Reaction SMILES: [CH:12]([c:13]1[cH:14][cH:15][cH:16][cH:17][cH:18]1)([c:19]1[cH:20][cH:21][cH:22][cH:23][cH:24]1)[O:25][C:26](=[O:27])[C:28]1=[C:35]([CH2:36][CH:37]=[O:38])[CH2:34][S:33][CH:32]2[N:29]1[C:30](=[O:80])[CH:31]2[NH:39][C:40]([C:41]([c:42]1[n:43][c:44]([NH:47][C:48]([c:49]2[cH:50][cH:51][cH:52][cH:53][cH:54]2)([c:55]2[cH:56][cH:57][cH:58][cH:59][cH:60]2)[c:61]2[cH:62][cH:63][cH:64][cH:65][cH:66]2)[s:45][cH:46]1)=[N:67][O:68][C:69]([CH3:70])([CH3:71])[C:72](=[O:73])[O:74][C:75]([CH3:76])([CH3:77])[CH3:78])=[O:79].[OH2:81].[c:1]1([CH3:11])[cH:2][cH:3][c:4]([S:7](=[O:8])(=[O:9])[Cl:10])[cH:5][cH:6]1.[cH:82]1[cH:83][cH:84][n:85][cH:86][cH:87]1>>[c:1]1([CH3:11])[cH:2][cH:3][c:4]([S:7](=[O:8])(=[O:9])[O:38][CH:37]=[CH:36][C:35]2=[C:28]([C:26]([O:25][CH:12]([c:13]3[cH:14][cH:15][cH:16][cH:17][cH:18]3)[c:19]3[cH:20][cH:21][cH:22][cH:23][cH:24]3)=[O:27])[N:29]3[C:30](=[O:80])[CH:31]([NH:39][C:40]([C:41]([c:42]4[n:43][c:44]([NH:47][C:48]([c:49]5[cH:50][cH:51][cH:52][cH:53][cH:54]5)([c:55]5[cH:56][cH:57][cH:58][cH:59][cH:60]5)[c:61]5[cH:62][cH:63][cH:64][cH:65][cH:66]5)[s:45][cH:46]4)=[N:67][O:68][C:69]([CH3:70])([CH3:71])[C:72](=[O:73])[O:74][C:75]([CH3:76])([CH3:77])[CH3:78])=[O:79])[CH:32]3[S:33][CH2:34]2)[cH:5][cH:6]1. Starting materials: BrC=1C=C(C=C(C1)Br)/C(=C/COC1=CC=C(C=C1)C[C@@H](C(=O)OCC)OCC)/C ((E)-(S)-ethyl 3-{4-[3-(3,5-dibromophenyl)-but-2-enyloxy]-phenyl}-2-ethoxy-propionate), [OH-].[Na+] (sodium hydroxide). Yields the product BrC=1C=C(C=C(C1)Br)/C(=C/COC1=CC=C(C=C1)C[C@@H](C(=O)O)OCC)/C ((E)-(S)-3-{4-[3-(3,5-dibromophenyl)-but-2-enyloxy]-phenyl}-2-ethoxy-propionic acid). Yield: 98.0%. As a reaction SMILES: [Br:1][C:2]1[CH:3]=[C:4](/[C:9](/[CH3:29])=[CH:10]/[CH2:11][O:12][C:13]2[CH:18]=[CH:17][C:16]([CH2:19][C@H:20]([O:26][CH2:27][CH3:28])[C:21]([O:23]CC)=[O:22])=[CH:15][CH:14]=2)[CH:5]=[C:6]([Br:8])[CH:7]=1.[OH-].[Na+]>>[Br:1][C:2]1[CH:3]=[C:4](/[C:9](/[CH3:29])=[CH:10]/[CH2:11][O:12][C:13]2[CH:18]=[CH:17][C:16]([CH2:19][C@H:20]([O:26][CH2:27][CH3:28])[C:21]([OH:23])=[O:22])=[CH:15][CH:14]=2)[CH:5]=[C:6]([Br:8])[CH:7]=1 |f:1.2|. Procedure details: The title compound was prepared from (E)-(S)-ethyl 3-{4-[3-(3,5-dibromophenyl)-but-2-enyloxy]-phenyl}-2-ethoxy-propionate (example 117) (840 mg, 1.60 mmol) and sodium hydroxide (1M, 16 ml, 16 mmol) by a procedure analogous to that described in example 51, yielding (E)-(S)-3-{4-[3-(3,5-dibromophenyl)-but-2-enyloxy]-phenyl}-2-ethoxy-propionic acid (781 mg, 98%) as a colourless gum. The reactants are O=Cc1c(Cl)cncc1Br, OCc1c(Cl)cncc1Cl. The product is OCc1c(Cl)cncc1Br. As a reaction SMILES: [Br:1][c:2]1[cH:3][n:4][cH:5][c:6]([Cl:10])[c:7]1[CH:8]=[O:9].[Cl:11][c:12]1[cH:13][n:14][cH:15][c:16]([Cl:17])[c:18]1[CH2:19][OH:20]>>[Br:1][c:2]1[cH:3][n:4][cH:5][c:6]([Cl:10])[c:7]1[CH2:8][OH:9]. Starting materials: [Cl-].[Al+3].[Cl-].[Cl-] (aluminum chloride), C#C (acetylene), [Cl-].C(CCCCC)O (hexanol chloride). The solvent is C(Cl)(Cl)(Cl)Cl (carbon tetrachloride). The product is Cl\C=C\C(CCCCC)=O (1-chloro-trans-1-octen-3-one). As a reaction SMILES: [Cl-:1].[Al+3].[Cl-].[Cl-].[CH:5]#[CH:6].[Cl-].[CH2:8]([OH:14])[CH2:9][CH2:10][CH2:11][CH2:12][CH3:13]>C(Cl)(Cl)(Cl)Cl>[Cl:1]/[CH:5]=[CH:6]/[C:8](=[O:14])[CH2:9][CH2:10][CH2:11][CH2:12][CH3:13] |f:0.1.2.3,5.6|. Reported procedure: To a slurry of 233.5 g. (1.75 moles) of aluminum chloride in 390 ml. of carbon tetrachloride, saturated with acetylene and cooled in an ice bath, is added over 20 minutes 201.9 g. (1.50 moles) of hexanol chloride. After the addition is complete, acetylene is bubbled into the mixture as rapidly as it is absorbed and for 1 hour after absorption becomes slow. The mixture is poured onto 1700 g. of ice and 720 ml. of saturated brine. The organic phase is separated and the aqueous phase is washed with... Starting materials: NC1=C2N=C(N(C2=NC(=N1)OCCOCC)CC1=CC=CC=C1)OC (6-Amino-9-benzyl-2-(2-ethoxyethoxy)-8-methoxypurine). Solvent: Cl (hydrochloric acid). Yields the product NC1=C2N=C(N(C2=NC(=N1)OCCOCC)CC1=CC=CC=C1)O (6-Amino-9-benzyl-2-(2-ethoxyethoxy)-8-hydroxypurine). Yield: 83.5%. Reaction SMILES: [NH2:1][C:2]1[N:10]=[C:9]([O:11][CH2:12][CH2:13][O:14][CH2:15][CH3:16])[N:8]=[C:7]2[C:3]=1[N:4]=[C:5]([O:24]C)[N:6]2[CH2:17][C:18]1[CH:23]=[CH:22][CH:21]=[CH:20][CH:19]=1>Cl>[NH2:1][C:2]1[N:10]=[C:9]([O:11][CH2:12][CH2:13][O:14][CH2:15][CH3:16])[N:8]=[C:7]2[C:3]=1[N:4]=[C:5]([OH:24])[N:6]2[CH2:17][C:18]1[CH:23]=[CH:22][CH:21]=[CH:20][CH:19]=1. Procedure details: 6-Amino-9-benzyl-2-(2-ethoxyethoxy)-8-methoxypurine (110 mg, 0.32 mmol) in concentrated hydrochloric acid (20 ml) was stirred at room temperature for 12 hours. The reaction mixture was evaporated in vacuo to dryness and then 28% aqueous ammonia was added thereto. The resulting crystals were filtered to give the subject compound (88 mg, yield 84%). The reactants are CC=1NC(=C(C(C1C(=O)OCC)C1=C(C=CC=C1)C(F)(F)F)C(=O)OCC)C (diethyl 1,4-dihydro-2,6-dimethyl-4-[2-(trifluoromethyl)phenyl]3,5-pyridinedicarboxylate), CC=1C=CC(=CC1)S(=O)(=O)O.O (p-TSA H2O), [H-].[Na+] (NaH), Cl.ClCCN1CCOCC1 (N-(2-chloroethyl)morpholine hydrochloride). Run in CN(C)C=O (DMF), CCOC(=O)C (EtOAc), CCOC(=O)C (EtOAc), CN(C)C=O (DMF), CCOC(=O)C (EtOAc), O (H2O). Conditions: temperature 3 celsius, time 4.5 hour. Product: C1(=CC=C(C=C1)S(=O)(=O)O)C.CC=1N(C(=C(C(C1C(=O)OCC)C1=C(C=CC=C1)C(F)(F)F)C(=O)OCC)C)CCN1CCOCC1 (diethyl 1,4-dihydro-2,6-dimethyl-1-[2-(4-morpholinyl)ethyl]-4-[2-(trifluoromethyl)-phenyl]-3,5-pyridinedicarboxylate p-toluenesulfonate salt). The yield is 66.5%. As a reaction SMILES: [H-].[Na+].[CH3:3][C:4]1[NH:5][C:6]([CH3:30])=[C:7]([C:25]([O:27][CH2:28][CH3:29])=[O:26])[CH:8]([C:15]2[CH:20]=[CH:19][CH:18]=[CH:17][C:16]=2[C:21]([F:24])([F:23])[F:22])[C:9]=1[C:10]([O:12][CH2:13][CH3:14])=[O:11].Cl.Cl[CH2:33][CH2:34][N:35]1[CH2:40][CH2:39][O:38][CH2:37][CH2:36]1.[CH3:41][C:42]1[CH:43]=[CH:44][C:45]([S:48]([OH:51])(=[O:50])=[O:49])=[CH:46][CH:47]=1.O>CN(C=O)C.CCOC(C)=O.O>[C:42]1([CH3:41])[CH:43]=[CH:44][C:45]([S:48]([OH:51])(=[O:49])=[O:50])=[CH:46][CH:47]=1.[CH3:3][C:4]1[N:5]([CH2:33][CH2:34][N:35]2[CH2:40][CH2:39][O:38][CH2:37][CH2:36]2)[C:6]([CH3:30])=[C:7]([C:25]([O:27][CH2:28][CH3:29])=[O:26])[CH:8]([C:15]2[CH:20]=[CH:19][CH:18]=[CH:17][C:16]=2[C:21]([F:22])([F:24])[F:23])[C:9]=1[C:10]([O:12][CH2:13][CH3:14])=[O:11] |f:0.1,3.4,5.6,10.11|. Procedure: A suspension of 30.3 g (0.758 mol) of 60% NaH in mineral oil in 164 ml of DMF was cooled to 3° C. and a solution of 100.0 g (0.252 mol) of diethyl 1,4-dihydro-2,6-dimethyl-4-[2-(trifluoromethyl)phenyl]3,5-pyridinedicarboxylate in 100 ml of warm DMF was added dropwise over 30 min, keeping the temperature at 15° C. or less. After the addition was complete, 75.5 g (0.406 mol) of N-(2-chloroethyl)morpholine hydrochloride was added in portions over 25 min, keeping the temperature at approximately 15°... Starting materials: COc1ccc(-c2cc(C=Cc3ccc(NS(C)(=O)=O)cc3CBr)c(OC)c(C(C)(C)C)c2)c(=O)[nH]1, C[O-], CO, [Na+]. Yields the product COCc1cc(NS(C)(=O)=O)ccc1C=Cc1cc(-c2ccc(OC)[nH]c2=O)cc(C(C)(C)C)c1OC. RXN SMILES: [Br:1][CH2:2][c:3]1[cH:4][c:5]([NH:32][S:33](=[O:34])(=[O:35])[CH3:36])[cH:6][cH:7][c:8]1[CH:9]=[CH:10][c:11]1[c:12]([O:30][CH3:31])[c:13]([C:26]([CH3:27])([CH3:28])[CH3:29])[cH:14][c:15](-[c:17]2[c:18](=[O:25])[nH:19][c:20]([O:23][CH3:24])[cH:21][cH:22]2)[cH:16]1.[CH3:37][O-:38].[CH3:40][OH:41].[Na+:39]>>[CH2:2]([c:3]1[cH:4][c:5]([NH:32][S:33](=[O:34])(=[O:35])[CH3:36])[cH:6][cH:7][c:8]1[CH:9]=[CH:10][c:11]1[c:12]([O:30][CH3:31])[c:13]([C:26]([CH3:27])([CH3:28])[CH3:29])[cH:14][c:15](-[c:17]2[c:18](=[O:25])[nH:19][c:20]([O:23][CH3:24])[cH:21][cH:22]2)[cH:16]1)[O:38][CH3:37]. Starting materials: ClCCCN1C2=C(SCC1)C=C(C=C2)[N+](=O)[O-] (4-(3-chloropropyl)-7-nitro-3,4-dihydro-2H-benzo[b][1,4]thiazine), CNC (dimethylamine), [I-].[K+] (potassium iodide), C([O-])([O-])=O.[K+].[K+] (potassium carbonate). Solvent: C(C)#N (acetonitrile), O (water). The product is CN(CCCN1C2=C(SCC1)C=C(C=C2)[N+](=O)[O-])C (N,N-Dimethyl-3-(7-nitro-2H-benzo[b][1,4]thiazin-4(3H)-yl)propan-1-amine). The yield is 41.5%. As a reaction SMILES: Cl[CH2:2][CH2:3][CH2:4][N:5]1[CH2:10][CH2:9][S:8][C:7]2[CH:11]=[C:12]([N+:15]([O-:17])=[O:16])[CH:13]=[CH:14][C:6]1=2.[CH3:18][NH:19][CH3:20].[I-].[K+].C(=O)([O-])[O-].[K+].[K+]>C(#N)C.O>[CH3:18][N:19]([CH3:20])[CH2:2][CH2:3][CH2:4][N:5]1[CH2:10][CH2:9][S:8][C:7]2[CH:11]=[C:12]([N+:15]([O-:17])=[O:16])[CH:13]=[CH:14][C:6]1=2 |f:2.3,4.5.6|. Reported procedure: A solution of 4-(3-chloropropyl)-7-nitro-3,4-dihydro-2H-benzo[b][1,4]thiazine (0.7 g, 2.57 mmol), dimethylamine (2M solution in THF) (2.57 mL, 5.13 mmol), potassium iodide (0.426 g, 2.57 mmol), and potassium carbonate (1.773 g, 12.83 mmol) in dry acetonitrile (20 mL) was stirred at 80° C. for 6 hours in a sealed tube. The reaction was then brought to room temperature and diluted with water (60 mL), and the product was extracted into ethyl acetate (3×20 mL). The combined ethyl acetate layers were... The reactants are BrC=1C(N(C=C(N1)Br)C)=O (3,5-dibromo-1-methyl-2(1H)pyrazinone), NC1=CC=C(C=C1)CCO (2-(4-Amino-phenyl)-ethanol), CN1C(CCC1)=O (1-methyl-2-pyrrolidinone). Run in ClCCl (dichloromethane), C(Cl)Cl (CH2Cl2). Run at temperature 120 celsius. Product: BrC=1N=C(C(N(C1)C)=O)NC1=CC=C(C=C1)CCO (5-Bromo-3-[4-(2-hydroxy-ethyl)-phenylamino]-1-methyl-1H-pyrazin-2-one). Isolated yield 84.5%. As a reaction SMILES: Br[C:2]1[C:3](=[O:10])[N:4]([CH3:9])[CH:5]=[C:6]([Br:8])[N:7]=1.[NH2:11][C:12]1[CH:17]=[CH:16][C:15]([CH2:18][CH2:19][OH:20])=[CH:14][CH:13]=1.CN1CCCC1=O>ClCCl>[Br:8][C:6]1[N:7]=[C:2]([NH:11][C:12]2[CH:17]=[CH:16][C:15]([CH2:18][CH2:19][OH:20])=[CH:14][CH:13]=2)[C:3](=[O:10])[N:4]([CH3:9])[CH:5]=1. Reported procedure: A mixture of 3,5-dibromo-1-methyl-2(1H)pyrazinone (2.0 g; 7.5 mmol), 2-(4-Amino-phenyl)-ethanol (1.0 g; 7.3 mmol), and 1-methyl-2-pyrrolidinone (1 mL) was heated at 120° C. for 1 hr. The mixture was cooled to room temperature, diluted with dichloromethane and filtered to give a dull brown oil. This was dissolved in CH2Cl2 and washed with 0.01N NaOH, and dried over solid sodium sulfate. After filtration and evaporation of the CH2Cl2 layer, the resulting brown solid was chromatographed on silica u...